This data is from the Open Reaction Database (ORD), a public repository of structured organic reaction records. The task is: describe an organic reaction: reactants, conditions, products, and yield Starting materials: C(=O)[O-].[NH4+] (ammonium formate), [N+](=O)([O-])C1=CC=C(C(=O)NC=2C=CC3=C(N(C=N3)C(CC(=O)OCC)C3=CC=CC=C3)C2)C=C1 (ethyl 3-{6-[(4-nitrobenzoyl)amino]-1H-benzimidazol-1-yl}-3-phenylpropanoate). The reagents and catalysts are [Pd] (palladium on carbon). The solvent is C(C)O (ethanol), O (water). The product is NC1=CC=C(C(=O)NC=2C=CC3=C(N(C=N3)C(CC(=O)OCC)C3=CC=CC=C3)C2)C=C1 (Ethyl 3-{6-[(4-aminobenzoyl)amino]-1H-benzimidazol-1-yl}-3-phenylpropanoate), Phase II. RXN SMILES: [N+:1]([C:4]1[CH:34]=[CH:33][C:7]([C:8]([NH:10][C:11]2[CH:12]=[CH:13][C:14]3[N:18]=[CH:17][N:16]([CH:19]([C:26]4[CH:31]=[CH:30][CH:29]=[CH:28][CH:27]=4)[CH2:20][C:21]([O:23][CH2:24][CH3:25])=[O:22])[C:15]=3[CH:32]=2)=[O:9])=[CH:6][CH:5]=1)([O-])=O.C([O-])=O.[NH4+]>C(O)C.O.[Pd]>[NH2:1][C:4]1[CH:5]=[CH:6][C:7]([C:8]([NH:10][C:11]2[CH:12]=[CH:13][C:14]3[N:18]=[CH:17][N:16]([CH:19]([C:26]4[CH:31]=[CH:30][CH:29]=[CH:28][CH:27]=4)[CH2:20][C:21]([O:23][CH2:24][CH3:25])=[O:22])[C:15]=3[CH:32]=2)=[O:9])=[CH:33][CH:34]=1 |f:1.2|. Procedure: To a solution of ethyl 3-{6-[(4-nitrobenzoyl)amino]-1H-benzimidazol-1-yl}-3-phenylpropanoate (241 mg, 526 μmol) in a mixture of ethanol and water (6:1, 14 mL) was added palladium on carbon (48 mg, 10% w/w Pd) and ammonium formate (200 mg, 3.18 mmol). The suspension was heated to reflux for 2 hours, and was then cooled to room temperature, and filtered through a pad of Celite®. The filtrate was evaporated in vacuo to afford the title compound, [LCMS (Method A, Mobile Phase II) RT=4.61 min, MH+ 42... The reactants are ClC1=C(C=CC=C1)C=1C2=C(N(C(CN1)=O)CCC1=CC=CC=C1)SC1=C2CCN(C1)C(=O)OC(C)(C)C (t-butyl 5-(2-chlorophenyl)-1,2,3,6,7,9-hexahydro-2-oxo-1-(2-phenylethyl)-8H-pyrido[4′,3′:4.5]thieno[2,3-e]-1,4-diazepine-8-carboxylate), C(C)(C)OC(C)C.CCC(C)C (isopropyl ether isopentane), ClC=1C=C(C(=O)OO)C=CC1 (Meta-chloroperoxybenzoic acid). Solvent: 1,2-chloro ethane, [OH-].[Na+] (sodium hydroxide). Run at time 24 hour. Product: ClC1=C(C=CC=C1)C=1C2=C(N(C(C(N1)O)=O)CCC1=CC=CC=C1)SC1=C2CCNC1 (5-(2-chlorophenyl)-1,2,3,6,7,9-hexahydro-3-hydroxy-1-(2-phenylethyl)-8H-pyrido[4′,3′:4,5]thieno[2,3-e]-1,4-diazepine-2-one), powder. Yield: 26.0%. RXN SMILES: [Cl:1][C:2]1[CH:7]=[CH:6][CH:5]=[CH:4][C:3]=1[C:8]1[C:9]2[C:26]3[CH2:27][CH2:28][N:29](C(OC(C)(C)C)=O)[CH2:30][C:25]=3[S:24][C:10]=2[N:11]([CH2:16][CH2:17][C:18]2[CH:23]=[CH:22][CH:21]=[CH:20][CH:19]=2)[C:12](=[O:15])[CH2:13][N:14]=1.ClC1C=C(C=CC=1)C(OO)=[O:43].C(OC(C)C)(C)C.CCC(C)C>[OH-].[Na+]>[Cl:1][C:2]1[CH:7]=[CH:6][CH:5]=[CH:4][C:3]=1[C:8]1[C:9]2[C:26]3[CH2:27][CH2:28][NH:29][CH2:30][C:25]=3[S:24][C:10]=2[N:11]([CH2:16][CH2:17][C:18]2[CH:23]=[CH:22][CH:21]=[CH:20][CH:19]=2)[C:12](=[O:15])[CH:13]([OH:43])[N:14]=1 |f:2.3,4.5|. Procedure: t-butyl 5-(2-chlorophenyl)-1,2,3,6,7,9-hexahydro-2-oxo-1-(2-phenylethyl)-8H-pyrido[4′,3′:4.5]thieno[2,3-e]-1,4-diazepine-8-carboxylate (22 g, 41 mmol) is dissolved a 23° C. in 1,2-chloro ethane (320 ml). Meta-chloroperoxybenzoic acid at 85% (21.6 g, 0.1 mol) is added. Agitation is carried out for 24 hours at 23° C. then a solution of 5N sodium hydroxide (400 ml) is added. After decanting, the organic phase is washed with water, dried over magnesium sulphate, filtered and concentrated with a rota... The reactants are NC1=NC=NN2C1=CC=C2CC2CN(C2)C(=O)OC(C)(C)C (tert-butyl 3-[(4-aminopyrrolo[2,1-f][1,2,4]triazin-7-yl)methyl]azetidine-1-carboxylate), C(=O)([O-])[O-].[K+].[K+] (K2CO3), BrN1C(=O)N(C(=O)C1(C)C)Br (1,3-dibromo-5,5-dimethylhydantoin). Run in CN(C)C=O (DMF), CC(=O)O (AcOH). Conditions: temperature -20 celsius, time 3 hour. The product is NC1=NC=NN2C1=C(C=C2CC2CN(C2)C(=O)OC(C)(C)C)Br (tert-butyl 3-[(4-amino-5-bromopyrrolo[2,1-f][1,2,4]triazin-7-yl)methyl]azetidine-1-carboxylate). Yield: 192.3%. As a reaction SMILES: [NH2:1][C:2]1[C:7]2=[CH:8][CH:9]=[C:10]([CH2:11][CH:12]3[CH2:15][N:14]([C:16]([O:18][C:19]([CH3:22])([CH3:21])[CH3:20])=[O:17])[CH2:13]3)[N:6]2[N:5]=[CH:4][N:3]=1.[Br:23]N1C(C)(C)C(=O)N(Br)C1=O.C([O-])([O-])=O.[K+].[K+]>CN(C=O)C.CC(O)=O>[NH2:1][C:2]1[C:7]2=[C:8]([Br:23])[CH:9]=[C:10]([CH2:11][CH:12]3[CH2:13][N:14]([C:16]([O:18][C:19]([CH3:22])([CH3:21])[CH3:20])=[O:17])[CH2:15]3)[N:6]2[N:5]=[CH:4][N:3]=1 |f:2.3.4|. Procedure details: To a cooled (−20° C.) solution of tert-butyl 3-[(4-aminopyrrolo[2,1-f][1,2,4]triazin-7-yl)methyl]azetidine-1-carboxylate (325 mg, 1.07 mmol) in DMF (5 mL) and AcOH (1 mL) was added 1,3-dibromo-5,5-dimethylhydantoin (153 mg, 0.54 mmol) in 3 portions over 10 min. The mixture was stirred at −20° C. for 3 h. Aqueous K2CO3 (5%, 20 mL) was added and the mixture was allowed to warm to rt. The mixture was extracted with ethyl acetate (3×20 mL). The combined organic layers were washed with brine, dried (... Run at time 1 hour. Product: FC1=C(C=CC(=C1)C(F)(F)F)CCNC1=CC(=NC(=N1)OC)C=1C=C(C=CC1)CC#N ((3-{6-[2-(2-fluoro-4-trifluoromethyl-phenyl)-ethylamino]-2-methoxy-pyrimidin-4-yl}-phenyl)-acetonitrile). The solvent is COCCOC (ethylene glycol dimethyl ether), O (water), O (water). As a reaction SMILES: Cl[C:2]1[N:7]=[C:6]([O:8][CH3:9])[N:5]=[C:4]([NH:10][CH2:11][CH2:12][C:13]2[CH:18]=[CH:17][C:16]([C:19]([F:22])([F:21])[F:20])=[CH:15][C:14]=2[F:23])[CH:3]=1.[C:24]([CH2:26][C:27]1[CH:28]=[C:29](B(O)O)[CH:30]=[CH:31][CH:32]=1)#[N:25].C([O-])([O-])=O.[Cs+].[Cs+]>COCCOC.O.C1C=CC([P]([Pd]([P](C2C=CC=CC=2)(C2C=CC=CC=2)C2C=CC=CC=2)([P](C2C=CC=CC=2)(C2C=CC=CC=2)C2C=CC=CC=2)[P](C2C=CC=CC=2)(C2C=CC=CC=2)C2C=CC=CC=2)(C2C=CC=CC=2)C2C=CC=CC=2)=CC=1>[F:23][C:14]1[CH:15]=[C:16]([C:19]([F:22])([F:21])[F:20])[CH:17]=[CH:18][C:13]=1[CH2:12][CH2:11][NH:10][C:4]1[N:5]=[C:6]([O:8][CH3:9])[N:7]=[C:2]([C:31]2[CH:32]=[C:27]([CH2:26][C:24]#[N:25])[CH:28]=[CH:29][CH:30]=2)[CH:3]=1 |f:2.3.4,^1:52,54,73,92|. The reagents and catalysts are C=1C=CC(=CC1)[P](C=2C=CC=CC2)(C=3C=CC=CC3)[Pd]([P](C=4C=CC=CC4)(C=5C=CC=CC5)C=6C=CC=CC6)([P](C=7C=CC=CC7)(C=8C=CC=CC8)C=9C=CC=CC9)[P](C=1C=CC=CC1)(C=1C=CC=CC1)C=1C=CC=CC1 (tetrakis(triphenylphosphine)palladium(0)). Starting materials: ClC1=CC(=NC(=N1)OC)NCCC1=C(C=C(C=C1)C(F)(F)F)F ((6-chloro-2-methoxy-pyrimidin-4-yl)-[2-(2-fluoro-4-trifluoromethyl-phenyl)-ethyl]-amine), C(#N)CC=1C=C(C=CC1)B(O)O ((3-cyanomethyl-phenyl)-boronic acid), pinacol ester, C(=O)([O-])[O-].[Cs+].[Cs+] (Cs2CO3). Procedure: A mixture of (6-chloro-2-methoxy-pyrimidin-4-yl)-[2-(2-fluoro-4-trifluoromethyl-phenyl)-ethyl]-amine [800 mg, 2.29 mmol, see Example 52, step 1], (3-cyanomethyl-phenyl)-boronic acid, pinacol ester (563 mg, 3.43 mmol), and Cs2CO3 (1.86 g, 5.72 mmol) in ethylene glycol dimethyl ether (15 mL) and water (4 mL) is degassed by bubbling with Argon gas for 5 minutes, and treated with tetrakis(triphenylphosphine)palladium(0) (132 mg, 0.11 mmol) at room temperature. After 1 h at 85° C., the mixture is dil...